From a dataset of the Open Reaction Database (ORD), a public repository of structured organic reaction records. describe an organic reaction: reactants, conditions, products, and yield Starting materials: N (ammonia), C=O (formaldehyde), COC=1C=C(C(=O)NC(=O)NC2CCNCC2)C=CC1 (1-(3methoxy benzoyl)-3-(piperid-4-yl)urea), N1C=CC2=CC=CC=C12 (indole). Solvent: O (water), C(C)(=O)O (acetic acid). Reaction conditions: time 5 hour. The product is COC=1C=C(C(=O)NC(NC2CCN(CC2)CC2=CNC3=CC=CC=C23)=O)C=CC1 (3-(3-Methoxybenzoyl)-1-(1-[indol-3-ylmethyl]piperid-4-yl)urea), base. As a reaction SMILES: [CH2:1]=O.[CH3:3][O:4][C:5]1[CH:6]=[C:7]([CH:20]=[CH:21][CH:22]=1)[C:8]([NH:10][C:11]([NH:13][CH:14]1[CH2:19][CH2:18][NH:17][CH2:16][CH2:15]1)=[O:12])=[O:9].[NH:23]1[C:31]2[C:26](=[CH:27][CH:28]=[CH:29][CH:30]=2)[CH:25]=[CH:24]1.N>C(O)(=O)C.O>[CH3:3][O:4][C:5]1[CH:6]=[C:7]([CH:20]=[CH:21][CH:22]=1)[C:8]([NH:10][C:11](=[O:12])[NH:13][CH:14]1[CH2:19][CH2:18][N:17]([CH2:1][C:25]2[C:26]3[C:31](=[CH:30][CH:29]=[CH:28][CH:27]=3)[NH:23][CH:24]=2)[CH2:16][CH2:15]1)=[O:9]. Procedure: A solution of formaldehyde (0.4 cm3, 40% aqueous solution) was added to a stirred solution of 1-(3methoxy benzoyl)-3-(piperid-4-yl)urea (1.39 g, 5 mmol) and indole (0.6 g, 5 mmol) in acetic acid (3 cm3). The solution was allowed to stand for 5 hours then diluted with water (50 cm3), basified by addition of ammonia and the precipitated product collected, washed with water, and dried yielding the title compound as the free base (2.1 g). The base was dissolved in hot ethanol (30 cm3), cooled, and a... Procedure details: Piperazinone acetyl-gly-phe-NHCH3 11a (0.58 g, 1.0×10-3 mole) and trifluoroacetic acid are stirred at room temperature for 1/2 hour. The solvent is then evaporated and the residue dissolved in CH2Cl2. The CH2Cl2 solution is washed in turn with saturated aqueous NaHCO3 and saturated aqueous NaCl before being dried over Na2SO4. Filtration of the drying agent and evaporation of the filtrate give 12a which is purified by chromatography and the structure corroborated by NMR. NMR (Acetone-d6) δ (d, 3,... Reaction SMILES: C(OC([N:8]1[CH2:13][CH2:12][N:11]([CH2:14][C:15]([NH:17][CH2:18][C:19]([NH:21][C@H:22]([C:30]([NH:32][CH3:33])=[O:31])[CH2:23][C:24]2[CH:29]=[CH:28][CH:27]=[CH:26][CH:25]=2)=[O:20])=[O:16])[C:10](=[O:34])[CH:9]1[CH2:35][C:36]1[CH:41]=[CH:40][C:39]([OH:42])=[CH:38][CH:37]=1)=O)(C)(C)C.FC(F)(F)C(O)=O>>[OH:42][C:39]1[CH:38]=[CH:37][C:36]([CH2:35][CH:9]2[NH:8][CH2:13][CH2:12][N:11]([CH2:14][C:15]([NH:17][CH2:18][C:19]([NH:21][C@H:22]([C:30]([NH:32][CH3:33])=[O:31])[CH2:23][C:24]3[CH:29]=[CH:28][CH:27]=[CH:26][CH:25]=3)=[O:20])=[O:16])[C:10]2=[O:34])=[CH:41][CH:40]=1. Starting materials: C(C)(C)(C)OC(=O)N1C(C(N(CC1)CC(=O)NCC(=O)N[C@@H](CC1=CC=CC=C1)C(=O)NC)=O)CC1=CC=C(C=C1)O (Nα -[N-[[4-(t-Butoxycarbonyl)-3-(4-hydroxybenzyl)-2-oxo-1-piperazinyl]acetyl]glycyl]-N-methyl-L-phenylalaninamide), FC(C(=O)O)(F)F (trifluoroacetic acid). Product: OC1=CC=C(CC2C(N(CCN2)CC(=O)NCC(=O)N[C@@H](CC2=CC=CC=C2)C(=O)NC)=O)C=C1 (Nα -[N-[[3-(4-Hydroxybenzyl)-2-oxo-1-piperazinyl]acetyl]glycyl]-N-methyl-L-phenylalaninamide). The reactants are CCc1cc(Oc2ccc(S(C)(=O)=O)nc2)cc2cc(C(=O)O)[nH]c12, CCN=C=NCCCN(C)C, CN(C)C=O, Cl. Product: CCc1cc(Oc2ccc(S(C)(=O)=O)nc2)cc2cc(C(N)=O)[nH]c12. RXN SMILES: [CH2:1]([CH3:2])[c:3]1[cH:4][c:5]([O:15][c:16]2[cH:17][n:18][c:19]([S:22](=[O:23])(=[O:24])[CH3:25])[cH:20][cH:21]2)[cH:6][c:7]2[cH:8][c:9]([C:12](=[O:13])[OH:14])[nH:10][c:11]12.[CH2:27]([N:29]=[C:28]=[N:30][CH2:31][CH2:32][CH2:33][N:34]([CH3:35])[CH3:36])[CH3:37].[CH3:38][N:39]([CH3:40])[CH:41]=[O:42].[ClH:26]>>[CH2:1]([CH3:2])[c:3]1[cH:4][c:5]([O:15][c:16]2[cH:17][n:18][c:19]([S:22](=[O:23])(=[O:24])[CH3:25])[cH:20][cH:21]2)[cH:6][c:7]2[cH:8][c:9]([C:12](=[O:14])[NH2:29])[nH:10][c:11]12. The reactants are C(CCCCC)OC1=C(C=C(C(=C1)C=1OC2=C(N1)C(=CC=C2)C)OCCCCCC)C=2OC1=C(N2)C=C(C=C1)C(C)(C)C (2-(2,5-bis(hexyloxy)-4-(4-methylbenzo[d]oxazol-2-yl)phenyl)-5-(tert-butyl)benzo[d]oxazol), BrN1C(CCC1=O)=O (N-bromosuccinimide), CC(C)(C#N)N=NC(C)(C)C#N (AIBN). Run in C(Cl)(Cl)(Cl)Cl (CCl4). Conditions: temperature 0 celsius. The product is BrCC1=CC=CC2=C1N=C(O2)C2=C(C=C(C(=C2)OCCCCCC)C=2OC1=C(N2)C=C(C=C1)C(C)(C)C)OCCCCCC (4-(bromomethyl)-2-(4-(5-(tert-butyl)benzo[d]oxazol-2-yl)-2,5-bis(hexyloxy)phenyl)benzo[d]oxazole). As a reaction SMILES: [CH2:1]([O:7][C:8]1[CH:13]=[C:12]([C:14]2[O:15][C:16]3[CH:22]=[CH:21][CH:20]=[C:19]([CH3:23])[C:17]=3[N:18]=2)[C:11]([O:24][CH2:25][CH2:26][CH2:27][CH2:28][CH2:29][CH3:30])=[CH:10][C:9]=1[C:31]1[O:32][C:33]2[CH:39]=[CH:38][C:37]([C:40]([CH3:43])([CH3:42])[CH3:41])=[CH:36][C:34]=2[N:35]=1)[CH2:2][CH2:3][CH2:4][CH2:5][CH3:6].[Br:44]N1C(=O)CCC1=O.CC(N=NC(C#N)(C)C)(C#N)C>C(Cl)(Cl)(Cl)Cl>[Br:44][CH2:23][C:19]1[C:17]2[N:18]=[C:14]([C:12]3[CH:13]=[C:8]([O:7][CH2:1][CH2:2][CH2:3][CH2:4][CH2:5][CH3:6])[C:9]([C:31]4[O:32][C:33]5[CH:39]=[CH:38][C:37]([C:40]([CH3:41])([CH3:43])[CH3:42])=[CH:36][C:34]=5[N:35]=4)=[CH:10][C:11]=3[O:24][CH2:25][CH2:26][CH2:27][CH2:28][CH2:29][CH3:30])[O:15][C:16]=2[CH:22]=[CH:21][CH:20]=1. Procedure details: A mixture of 2-(2,5-bis(hexyloxy)-4-(4-methylbenzo[d]oxazol-2-yl)phenyl)-5-(tert-butyl)benzo[d]oxazol (3.7 g, 6.35 mmol), N-bromosuccinimide (NBS) (1.13 g, 6.35 mmol), and AIBN (0.1 g, 0.6 mmol) in CCl4 (40 mL) was heated to reflux for 15 h under dry argon atmosphere. The reaction mixture was cooled to 0° C. and the precipitate was removed by filtration while maintaining the temperature at 0° C. After the solvent was evaporated, 4-(bromomethyl)-2-(4-(5-(tert-butyl)benzo[d]oxazol-2-yl)-2,5-bis(he... Starting materials: CC1=CC=C(C=C1)C=1N=C2N(C=CC(=C2)C)C1CC(=O)O (2-(4-methylphenyl)-7-methylimidazo[1,2-a]pyridine-3-acetic acid), C(C1=CC=CC=C1)NCCOC (N-benzyl-2-methoxyethylamine). Product: C(C1=CC=CC=C1)N(C(CC1=C(N=C2N1C=CC(=C2)C)C2=CC=C(C=C2)C)=O)CC (N-benzyl-N-ethyl-2-(4-methylphenyl)-7-methylimidazo[1,2-a]pyridine-3-acetamide). Yield: 54.6%. RXN SMILES: [CH3:1][C:2]1[CH:7]=[CH:6][C:5]([C:8]2[N:9]=[C:10]3[CH:15]=[C:14]([CH3:16])[CH:13]=[CH:12][N:11]3[C:17]=2[CH2:18][C:19](O)=[O:20])=[CH:4][CH:3]=1.[CH2:22]([NH:29][CH2:30][CH2:31]OC)[C:23]1[CH:28]=[CH:27][CH:26]=[CH:25][CH:24]=1>>[CH2:22]([N:29]([CH2:30][CH3:31])[C:19](=[O:20])[CH2:18][C:17]1[N:11]2[CH:12]=[CH:13][C:14]([CH3:16])=[CH:15][C:10]2=[N:9][C:8]=1[C:5]1[CH:4]=[CH:3][C:2]([CH3:1])=[CH:7][CH:6]=1)[C:23]1[CH:28]=[CH:27][CH:26]=[CH:25][CH:24]=1. Procedure details: According to the method of Example 13, 2-(4-methylphenyl)-7-methylimidazo[1,2-a]pyridine-3-acetic acid and N-benzyl-2-methoxyethylamine were used as raw materials for synthesis, to obtain yellow solid powder, yield 54.6%. m.p. 220-222° C., ESm/z: 398[M+H]+, 1H NMR(CDCl3, 400 MHz)δ: 1.14(t, 1.5H, J=7.00 Hz), 1.17(t, 1.5H, J=7.00 Hz), 2.36(s, 1.5H), 2.37(s, 1.5H), 2.52(s, 1.5H), 2.54(s, 1.5H), 3.35(q, 1H, J=7.00 Hz), 3.52(q, 1H, J=7.00 Hz), 4.15(s, 1H), 4.24(s, 1H), 4.57(s, 1H), 4.61(s, 1H), 7.05-... The product is CC(CC[C@@]1(N[C@H](COC1=O)C1=CC=CC=C1)C)(C)C ((3S,5S)-3-(3,3-Dimethylbutyl)-3-methyl-5-phenylmorpholin-2-one). Reaction SMILES: [Mg].I[CH2:3][CH2:4][C:5]([CH3:8])([CH3:7])[CH3:6].[CH3:9][C:10]1[C:11](=[O:22])[O:12][CH2:13][C@H:14]([C:16]2[CH:21]=[CH:20][CH:19]=[CH:18][CH:17]=2)[N:15]=1>O1CCCC1.C(OCC)C>[CH3:6][C:5]([CH3:8])([CH3:7])[CH2:4][CH2:3][C@@:10]1([CH3:9])[C:11](=[O:22])[O:12][CH2:13][C@H:14]([C:16]2[CH:21]=[CH:20][CH:19]=[CH:18][CH:17]=2)[NH:15]1. Solvent: C(C)OCC (diethylether), O1CCCC1 (tetrahydrofuran). Procedure details: A suspension of Rieke Magnesium (343 mg, 14.1 mmol) in tetrahydrofuran (13.7 ml) was added to a solution of 1-iodo-3,3-dimethylbutane in diethylether (50 ml) over a period of twenty minutes and the reaction was stirred for 40 minutes at room temperature. The Grignard reagent solution and (5S)-3-methyl-5-phenyl-5,6-dihydro-2H-1,4-oxazin-2-one (1 g, 5.28 mmol, see WO-A-02/051983) were used according to the method of Preparation 1 to generate the title compound. The total amount of compound synthes... Run at time 40 minute. Reactants: ICCC(C)(C)C (1-iodo-3,3-dimethylbutane), CC=1C(OC[C@@H](N1)C1=CC=CC=C1)=O ((5S)-3-methyl-5-phenyl-5,6-dihydro-2H-1,4-oxazin-2-one), [Mg] (Magnesium), Grignard reagent. The reactants are ClC1=C(C=CC(=C1[N+](=O)[O-])Cl)S(=O)(=O)OC1=CC=CC=C1 (Phenyl 2,4-dichloro-3-nitrobenzenesulfonate), CN1CCNCC1 (methylpiperazine). Solvent: C(C)(C)O (isopropanol). Product: ClC1=C(C=CC(=C1[N+](=O)[O-])N1CCN(CC1)C)S(=O)(=O)OC1=CC=CC=C1 (Phenyl 2-chloro-4-(4-methyl-1-piperazinyl)-3-nitrobenzenesulfonate). Reaction SMILES: [Cl:1][C:2]1[C:7]([N+:8]([O-:10])=[O:9])=[C:6](Cl)[CH:5]=[CH:4][C:3]=1[S:12]([O:15][C:16]1[CH:21]=[CH:20][CH:19]=[CH:18][CH:17]=1)(=[O:14])=[O:13].[CH3:22][N:23]1[CH2:28][CH2:27][NH:26][CH2:25][CH2:24]1>C(O)(C)C>[Cl:1][C:2]1[C:7]([N+:8]([O-:10])=[O:9])=[C:6]([N:26]2[CH2:27][CH2:28][N:23]([CH3:22])[CH2:24][CH2:25]2)[CH:5]=[CH:4][C:3]=1[S:12]([O:15][C:16]1[CH:21]=[CH:20][CH:19]=[CH:18][CH:17]=1)(=[O:14])=[O:13]. Reported procedure: Phenyl 2,4-dichloro-3-nitrobenzenesulfonate (17.4 g, 0.05 mol) and 25 ml of methylpiperazine in 100 ml of isopropanol were refluxed for 10 minutes and subsequently concentrated. The residue was stirred with 50 ml of 50% methanol, filtered off with suction, and washed with 50% methanol and finally with water. Melting point 94-95° C. (after recrystallization from cyclohexane). The reactants are Cc1ccccc1, O, CNC(=S)C1c2cc([N+](=O)[O-])ccc2OC(COC)(COC)C1O, Cc1ccc(S(=O)(=O)O)cc1. Product: CNC(=S)C1=CC(COC)(COC)Oc2ccc([N+](=O)[O-])cc21. As a reaction SMILES: [CH3:37][c:38]1[cH:39][cH:40][cH:41][cH:42][cH:43]1.[OH2:25].[OH:1][CH:2]1[C:3]([CH2:19][O:20][CH3:21])([CH2:22][O:23][CH3:24])[O:4][c:5]2[c:6]([cH:12][c:13]([N+:16](=[O:17])[O-:18])[cH:14][cH:15]2)[CH:7]1[C:8]([NH:9][CH3:10])=[S:11].[c:26]1([CH3:27])[cH:28][cH:29][c:30]([S:31]([OH:32])(=[O:33])=[O:34])[cH:35][cH:36]1>>[CH:2]1=[C:7]([C:8]([NH:9][CH3:10])=[S:11])[c:6]2[c:5]([cH:15][cH:14][c:13]([N+:16](=[O:17])[O-:18])[cH:12]2)[O:4][C:3]1([CH2:19][O:20][CH3:21])[CH2:22][O:23][CH3:24]. Reactants: Cc1cccc(N)c1C(=O)O, O=Cc1ccncc1. Yields the product Cc1cccc(NCc2ccncc2)c1C(=O)O. RXN SMILES: [NH2:1][c:2]1[c:3]([C:4](=[O:5])[OH:6])[c:7]([CH3:11])[cH:8][cH:9][cH:10]1.[n:12]1[cH:13][cH:14][c:15]([CH:18]=[O:19])[cH:16][cH:17]1>>[NH:1]([c:2]1[c:3]([C:4](=[O:5])[OH:6])[c:7]([CH3:11])[cH:8][cH:9][cH:10]1)[CH2:18][c:15]1[cH:14][cH:13][n:12][cH:17][cH:16]1. The reactants are [H-].[Na+] (NaH), CONC(C(CCBr)Br)=O (N-methoxy-2,4-dibromobutanamide), [H-].[Na+] (NaH). Run in C1=CC=CC=C1 (benzene). Product: CON1C(C(CC1)Br)=O (N-methoxy-3-bromo-2-pyrrolidone). Yield: 50.6%. Reaction SMILES: [CH3:1][O:2][NH:3][C:4](=[O:10])[CH:5]([Br:9])[CH2:6][CH2:7]Br.[H-].[Na+]>C1C=CC=CC=1>[CH3:1][O:2][N:3]1[CH2:7][CH2:6][CH:5]([Br:9])[C:4]1=[O:10] |f:1.2|. Procedure: 1400 g of a crude N-methoxy-2,4-dibromobutanamide was dissolved in 5 liters of benzene. Then 125 g of NaH was added little by little to the solution at 15° to 20° C. while the reaction mixture was cooled with an iced water bath. After the reaction, the remaining NaH was decomposed with ice and the product mixture was washed with a saturated, aqueous salt solution. It was dried with magnesium sulfate. Then benzene was distilled out. The product was purified with the column chromatography, using s...